Dataset: the Open Reaction Database (ORD), a public repository of structured organic reaction records. Task: describe an organic reaction: reactants, conditions, products, and yield Starting materials: Cc1ccc(S(=O)(=O)OCC2CCc3ccc(S(C)(=O)=O)cc3O2)cc1, CNC, CC(C)(C)CNCC1COc2ccc(S(C)(=O)=O)cc2O1. Product: CN(C)CC1CCc2ccc(S(C)(=O)=O)cc2O1. As a reaction SMILES: [CH3:1][c:2]1[cH:3][cH:4][c:5]([S:6]([O:7][CH2:12][CH:13]2[O:14][c:15]3[cH:16][c:17]([S:23](=[O:24])(=[O:25])[CH3:26])[cH:18][cH:19][c:20]3[CH2:21][CH2:22]2)(=[O:8])=[O:9])[cH:10][cH:11]1.[CH3:27][NH:28][CH3:29].[CH3:30][C:31]([CH3:32])([CH3:33])[CH2:34][NH:35][CH2:36][CH:37]1[O:38][c:39]2[cH:40][c:41]([S:42]([CH3:43])(=[O:44])=[O:45])[cH:46][cH:47][c:48]2[O:49][CH2:50]1>>[CH2:12]([CH:13]1[O:14][c:15]2[cH:16][c:17]([S:23](=[O:24])(=[O:25])[CH3:26])[cH:18][cH:19][c:20]2[CH2:21][CH2:22]1)[N:28]([CH3:27])[CH3:29]. Starting materials: [N-]=[N+]=[N-].[Na+] (Sodium azide), COC([C@H]1N(C[C@H](C1)OS(=O)(=O)C)C(CN(C)C(=O)OC(C)(C)C)=O)=O (1-(N-tert-butoxycarbonyl-N-methylglycyl)-cis-4-methanesulfonyloxy-L-proline methyl ester), O (water). Run in CN(C=O)C (N,N-dimethylformamide). Reaction conditions: temperature 70 celsius, time 3 hour. The product is COC([C@H]1N(C[C@@H](C1)N=[N+]=[N-])C(CN(C)C(=O)OC(C)(C)C)=O)=O (trans-4-Azido-1-(N-tert-Butoxycarbonyl-N-Methylglycyl)-L-Proline Methyl Ester). Yield: 105.7%. RXN SMILES: [N-:1]=[N+:2]=[N-:3].[Na+].[CH3:5][O:6][C:7](=[O:30])[C@@H:8]1[CH2:12][C@H:11](OS(C)(=O)=O)[CH2:10][N:9]1[C:18](=[O:29])[CH2:19][N:20]([C:22]([O:24][C:25]([CH3:28])([CH3:27])[CH3:26])=[O:23])[CH3:21].O>CN(C)C=O>[CH3:5][O:6][C:7](=[O:30])[C@@H:8]1[CH2:12][C@@H:11]([N:1]=[N+:2]=[N-:3])[CH2:10][N:9]1[C:18](=[O:29])[CH2:19][N:20]([C:22]([O:24][C:25]([CH3:26])([CH3:28])[CH3:27])=[O:23])[CH3:21] |f:0.1|. Reported procedure: Sodium azide (675 mg) was added to a solution of 1-(N-tert-butoxycarbonyl-N-methylglycyl)-cis-4-methanesulfonyloxy-L-proline methyl ester (B, 0.82 g) in N,N-dimethylformamide (10 mL)-water (1 mL). After stirring at 70° C. for 3 hr, the solvents were removed in vacuo, and the residue was diluted with chloroform. The organic layer was washed with water and brine, dried over anhydrous sodium sulfate, and evaporated in vacuo to afford the title compound (0.75 g) as a pale yellow oil. Starting materials: O=C([O-])[O-], CC(C)=O, [I-], CI, [K+], [K+], [K+], O=c1[nH]nnc2sccc12. Yields the product Cn1nnc2sccc2c1=O. As a reaction SMILES: [C:11](=[O:12])([O-:13])[O-:14].[CH3:21][C:22](=[O:23])[CH3:24].[I-:20].[I:17][CH3:18].[K+:15].[K+:16].[K+:19].[n:1]1[n:2][nH:3][c:4](=[O:10])[c:5]2[c:6]1[s:7][cH:8][cH:9]2>>[n:1]1[n:2][n:3]([CH3:11])[c:4](=[O:10])[c:5]2[c:6]1[s:7][cH:8][cH:9]2.